This data is from the Open Reaction Database (ORD), a public repository of structured organic reaction records. The task is: describe an organic reaction: reactants, conditions, products, and yield Starting materials: [N+](=O)([O-])C=1C(=NC=CC1)NC1=CC=C2C=CC=C(C2=C1)C1CCN(CC1)C (7-(3-nitro-2-pyridylamino)-1-(1-methyl-4-piperidinyl)-naphthalene). Reagents/catalysts: [Pd] (palladium on carbon). Run in C(C)O (ethanol), C(C)(=O)OCC (ethyl acetate). Conditions: time 4 hour. Product: NC=1C(=NC=CC1)NC1=CC=C2C=CC=C(C2=C1)C1CCN(CC1)C (7-(3-amino-2-pyridylamino)-1-(1-methyl-4-piperidinyl)-naphthalene). As a reaction SMILES: [N+:1]([C:4]1[C:5]([NH:10][C:11]2[CH:20]=[C:19]3[C:14]([CH:15]=[CH:16][CH:17]=[C:18]3[CH:21]3[CH2:26][CH2:25][N:24]([CH3:27])[CH2:23][CH2:22]3)=[CH:13][CH:12]=2)=[N:6][CH:7]=[CH:8][CH:9]=1)([O-])=O>[Pd].C(O)C.C(OCC)(=O)C>[NH2:1][C:4]1[C:5]([NH:10][C:11]2[CH:20]=[C:19]3[C:14]([CH:15]=[CH:16][CH:17]=[C:18]3[CH:21]3[CH2:26][CH2:25][N:24]([CH3:27])[CH2:23][CH2:22]3)=[CH:13][CH:12]=2)=[N:6][CH:7]=[CH:8][CH:9]=1. Procedure details: A mixture of the product from Example 58 (0.18 g, 0.5 mmol) and 10% palladium on carbon (0.04 g)in ethanol (35 mL) and ethyl acetate (15 mL) was hydrogenated at 45 psi for 4 hours. The mixture was filtered through celite and concentrated to give 7-(3-amino-2-pyridylamino)-1-(1-methyl-4-piperidinyl)-naphthalene which was suitable for further reaction; 1H NMR δ 8.07 (d, J=2 Hz, 1 H), 7.89 (dd, J=1.5, 5 Hz, 1 H), 7.79 (d, J=9 Hz, 1 H), 7.64 (d, J=7.5 Hz, 1 H), 7.45 (dd, J=2, 9 Hz, 1 H), 7.36-7.26 (... The reactants are FC1=CC=C(C(=C1F)NC1=C(C=C(C=C1)I)F)N (5,6-difluoro-N1-(2-fluoro-4-iodophenyl)benzene-1,2-diamine), O1C(=CC=C1)S(=O)(=O)Cl (furan-2-sulfonyl chloride). The product is FC=1C(=C(C=CC1F)NS(=O)(=O)C=1OC=CC1)NC1=C(C=C(C=C1)I)F (N-(3,4-difluoro-2-(2-fluoro-4-iodophenylamino)phenyl)furan-2-sulfonamide). As a reaction SMILES: [F:1][C:2]1[C:7]([F:8])=[C:6]([NH:9][C:10]2[CH:15]=[CH:14][C:13]([I:16])=[CH:12][C:11]=2[F:17])[C:5]([NH2:18])=[CH:4][CH:3]=1.[O:19]1[CH:23]=[CH:22][CH:21]=[C:20]1[S:24](Cl)(=[O:26])=[O:25]>>[F:8][C:7]1[C:6]([NH:9][C:10]2[CH:15]=[CH:14][C:13]([I:16])=[CH:12][C:11]=2[F:17])=[C:5]([NH:18][S:24]([C:20]2[O:19][CH:23]=[CH:22][CH:21]=2)(=[O:26])=[O:25])[CH:4]=[CH:3][C:2]=1[F:1]. Reported procedure: According to the general procedure B, 5,6-difluoro-N1-(2-fluoro-4-iodophenyl)benzene-1,2-diamine was reacted with furan-2-sulfonyl chloride to obtain the title compound. 1H NMR (300 MHz, CDCl3): δ 7.53 (br s, D2O exchangeable, 1H), 7.38 (dd, J=1.8 & 10.5 Hz, 1H), 7.30 (d, J=8.4 Hz, 1H), 7.21 (d, J=3.0 Hz, 1H), 6.96 (dd, J=8.7 & 16.5 Hz, 1H), 6.87 (ddd, J=1.8, 5.1 & 9.0 Hz, 1H), 6.53 (dd, J=1.8 & 3.6 Hz, 1H), 6.44 (dt, J=5.1, 8.7 & 13.8 Hz, 1H), 6.22 (br s, D2O exchangeable, 1H). Yields the product COc1cccc(CCN2C(=O)c3ccccc3C2(O)c2cccnc2)c1. Reaction SMILES: [Br:6][c:7]1[cH:8][n:9][cH:10][cH:11][cH:12]1.[CH3:13][O:14][c:15]1[cH:16][c:17]([CH2:21][CH2:22][N:23]2[C:24](=[O:33])[c:25]3[c:26]([cH:29][cH:30][cH:31][cH:32]3)[C:27]2=[O:28])[cH:18][cH:19][cH:20]1.[CH3:36][CH2:37][O:38][CH2:39][CH3:40].[Cl-:34].[Li:1][CH2:2][CH2:3][CH2:4][CH3:5].[NH4+:35].[O:41]1[CH2:42][CH2:43][CH2:44][CH2:45]1>>[c:7]1([C:27]2([OH:28])[N:23]([CH2:22][CH2:21][c:17]3[cH:16][c:15]([O:14][CH3:13])[cH:20][cH:19][cH:18]3)[C:24](=[O:33])[c:25]3[c:26]2[cH:29][cH:30][cH:31][cH:32]3)[cH:8][n:9][cH:10][cH:11][cH:12]1. The reactants are Brc1cccnc1, COc1cccc(CCN2C(=O)c3ccccc3C2=O)c1, CCOCC, [Cl-], [Li]CCCC, [NH4+], C1CCOC1. Reactants: C(C)(C)(C)C1=C(C=CC=C1)O (o-(t-butyl)-phenol), C(C=C)Br (allyl bromide), C(=O)([O-])[O-].[K+].[K+] (K2CO3), O (water). Solvent: CC(=O)C (acetone). Reaction conditions: time 18 hour. Product: C(C=C)OC1=C(C=CC=C1)C(C)(C)C (1-prop-2-enyloxy-2-t-butylbenzene). The yield is 81.3%. As a reaction SMILES: [C:1]([C:5]1[CH:10]=[CH:9][CH:8]=[CH:7][C:6]=1[OH:11])([CH3:4])([CH3:3])[CH3:2].[CH2:12](Br)[CH:13]=[CH2:14].C([O-])([O-])=O.[K+].[K+].O>CC(C)=O>[CH2:14]([O:11][C:6]1[CH:7]=[CH:8][CH:9]=[CH:10][C:5]=1[C:1]([CH3:4])([CH3:2])[CH3:3])[CH:13]=[CH2:12] |f:2.3.4|. Procedure details: To a stirred solution of o-(t-butyl)-phenol (11.3 g; 75 mmol) in acetone (150 ml) is added allyl bromide (10.9 g, 1.2 equiv.) and anhydrous K2CO3. After stirring 18 hr at reflux, the reaction is added to water (200 ml) and extracted with 3×150 ml portions of petroleum ether. The combined organic layers are dried (MgSO4), filtered, and concentrated in vacuo to give the crude product, which is purified by silica gel (sg) chromatography (hexane elution) to yield 1-prop-2-enyloxy-2-t-butylbenzene (1... Starting materials: C1(=CC=C(C=C1)SCC(C(=O)OCC)=O)C1=CC=CC=C1 (ethyl 3-(4-biphenylylthio)-2-oxopropionate), O (water), Cl (HCl), [BH4-].[Na+] (sodium borohydride). The solvent is C(C)(C)O (isopropanol). Conditions: time 2 hour. Product: C1(=CC=C(C=C1)SCC(C(=O)OCC)O)C1=CC=CC=C1 (ethyl 3-(4-biphenylylthio)lactate). The yield is 24.1%. As a reaction SMILES: [C:1]1([C:16]2[CH:21]=[CH:20][CH:19]=[CH:18][CH:17]=2)[CH:6]=[CH:5][C:4]([S:7][CH2:8][C:9](=[O:15])[C:10]([O:12][CH2:13][CH3:14])=[O:11])=[CH:3][CH:2]=1.[BH4-].[Na+].O.Cl>C(O)(C)C>[C:1]1([C:16]2[CH:17]=[CH:18][CH:19]=[CH:20][CH:21]=2)[CH:6]=[CH:5][C:4]([S:7][CH2:8][CH:9]([OH:15])[C:10]([O:12][CH2:13][CH3:14])=[O:11])=[CH:3][CH:2]=1 |f:1.2|. Reported procedure: To a stirred suspension of ethyl 3-(4-biphenylylthio)-2-oxopropionate (1.44 g, 0.0048 mole) in isopropanol (24 ml) was added sodium borohydride (0.18 g, 0.0048 mole). After 2 hrs., water (75 ml) and 2 N HCl (0.5 ml) were added. The mixture was extracted with methylene chloride (2×150 ml). The contents of the combined extracts, after drying (Na2SO4) and concentration, were chromatographed on silica gel (120 g) using 1,1,1-trichloroethane as eluting solvent to obtain 0.35 g (24%) of ethyl 3-(4-bip... Reaction SMILES: [Cl:1][c:2]1[cH:3][cH:4][c:5]([O:39][CH3:40])[c:6]([F:38])[c:7]1[CH2:8][N:9]([CH:10]([CH2:11][C:12]([CH3:13])([CH3:14])[CH3:15])[CH2:16][N:17]([CH3:18])[CH3:19])[CH2:20][c:21]1[cH:22][c:23]([CH2:24][N:25]2[S:26](=[O:33])(=[O:34])[CH2:27][CH2:28][CH:29]2[C:30](=[O:31])[OH:32])[cH:35][cH:36][cH:37]1.[Cl:41][c:42]1[cH:43][cH:44][c:45]([C:48]2([OH:54])[CH2:49][CH2:50][NH:51][CH2:52][CH2:53]2)[cH:46][cH:47]1>>[Cl:1][c:2]1[cH:3][cH:4][c:5]([O:39][CH3:40])[c:6]([F:38])[c:7]1[CH2:8][N:9]([CH:10]([CH2:11][C:12]([CH3:13])([CH3:14])[CH3:15])[CH2:16][N:17]([CH3:18])[CH3:19])[CH2:20][c:21]1[cH:22][c:23]([CH2:24][N:25]2[S:26](=[O:33])(=[O:34])[CH2:27][CH2:28][CH:29]2[C:30](=[O:31])[N:51]2[CH2:50][CH2:49][C:48]([c:45]3[cH:44][cH:43][c:42]([Cl:41])[cH:47][cH:46]3)([OH:54])[CH2:53][CH2:52]2)[cH:35][cH:36][cH:37]1. The product is COc1ccc(Cl)c(CN(Cc2cccc(CN3C(C(=O)N4CCC(O)(c5ccc(Cl)cc5)CC4)CCS3(=O)=O)c2)C(CN(C)C)CC(C)(C)C)c1F. Starting materials: COc1ccc(Cl)c(CN(Cc2cccc(CN3C(C(=O)O)CCS3(=O)=O)c2)C(CN(C)C)CC(C)(C)C)c1F, OC1(c2ccc(Cl)cc2)CCNCC1. The reactants are C1CCOC1, CN, Clc1cc(Cl)nc(Cl)n1. The product is CNc1nc(Cl)cc(Cl)n1. RXN SMILES: [CH2:12]1[O:13][CH2:14][CH2:15][CH2:16]1.[CH3:10][NH2:11].[Cl:1][c:2]1[n:3][c:4]([Cl:9])[cH:5][c:6]([Cl:8])[n:7]1>>[c:2]1([NH:11][CH3:10])[n:3][c:4]([Cl:9])[cH:5][c:6]([Cl:8])[n:7]1. The reactants are C(C)OC(CN1C=CC2=CC=C3C(=C12)CCN(CC3)C(=O)OC(C)(C)C)=O (tert-butyl 1-(2-ethoxy-2-oxoethyl)-6,7,9,10-tetrahydroazepino[4,5-g]indole-8(1H)-carboxylate), [BH4-].[Li+] (lithium borohydride), O (Water), [BH4-].[Li+] (lithium borohydride). Run in C1CCOC1 (THF), C1CCOC1 (THF). Reaction conditions: temperature -10 celsius, time 2 hour. Yields the product OCCN1C=CC2=CC=C3C(=C12)CCN(CC3)C(=O)OC(C)(C)C (tert-Butyl 1-(2-hydroxyethyl)-6,7,9,10-tetrahydroazepino[4,5-g]indole-8(1H)-carboxylate). The yield is 111.8%. RXN SMILES: [BH4-].[Li+].C([O:5][C:6](=O)[CH2:7][N:8]1[C:16]2[C:11](=[CH:12][CH:13]=[C:14]3[CH2:21][CH2:20][N:19]([C:22]([O:24][C:25]([CH3:28])([CH3:27])[CH3:26])=[O:23])[CH2:18][CH2:17][C:15]3=2)[CH:10]=[CH:9]1)C.O>C1COCC1>[OH:5][CH2:6][CH2:7][N:8]1[C:16]2[C:11](=[CH:12][CH:13]=[C:14]3[CH2:21][CH2:20][N:19]([C:22]([O:24][C:25]([CH3:28])([CH3:27])[CH3:26])=[O:23])[CH2:18][CH2:17][C:15]3=2)[CH:10]=[CH:9]1 |f:0.1|. Reported procedure: Under N2, a flame-dried, 100-mL, three-necked flask was charged with lithium borohydride (0.39 g, 17.0 mmol) and anhydrous THF (10 mL) and cooled to −10° C. A solution of tert-butyl 1-(2-ethoxy-2-oxoethyl)-6,7,9,10-tetrahydroazepino[4,5-g]indole-8(1H)-carboxylate (2.11 g, 5.66 mmol) in anhydrous THF (20 mL) was added and the mixture was allowed to warm to room temperature and was stirred for 2 hours. An additional equivalent of lithium borohydride (0.13 mL, 5.66 mmol) was added and the mixture w... The reactants are CC(=O)O[BH-](OC(C)=O)OC(C)=O, C=O, CO, O=C1OC2(CCN(C(=O)C3(c4ccc(N5CCNCC5)cc4)CC3)C2)c2ccccc21, [Na+]. Yields the product CN1CCN(c2ccc(C3(C(=O)N4CCC5(C4)OC(=O)c4ccccc45)CC3)cc2)CC1. As a reaction SMILES: [C:36]([O:37][BH-:38]([O:39][C:40](=[O:41])[CH3:42])[O:43][C:44](=[O:45])[CH3:46])(=[O:47])[CH3:48].[CH2:1]=[O:2].[CH3:34][OH:35].[N:3]1([c:9]2[cH:10][cH:11][c:12]([C:15]3([C:18](=[O:19])[N:20]4[CH2:21][C:22]5([O:23][C:24](=[O:31])[c:25]6[c:26]5[cH:27][cH:28][cH:29][cH:30]6)[CH2:32][CH2:33]4)[CH2:16][CH2:17]3)[cH:13][cH:14]2)[CH2:4][CH2:5][NH:6][CH2:7][CH2:8]1.[Na+:49]>>[N:3]1([c:9]2[cH:10][cH:11][c:12]([C:15]3([C:18](=[O:19])[N:20]4[CH2:21][C:22]5([O:23][C:24](=[O:31])[c:25]6[c:26]5[cH:27][cH:28][cH:29][cH:30]6)[CH2:32][CH2:33]4)[CH2:16][CH2:17]3)[cH:13][cH:14]2)[CH2:4][CH2:5][N:6]([CH3:36])[CH2:7][CH2:8]1. Procedure details: Prepared as described in Example 9, starting from (cyclopenta[c]thien-5-yl)carboxylic acid (Preparation 7) and 4-(2,3-dihydro-5-methoxybenzofuran-6-yl)piperazine. The title compound melts at 156°-158° C. Product: C1SC=C2C1=CC(=C2)CN2CCN(CC2)C2=CC1=C(CCO1)C=C2OC (1-[(Cyclopenta[c]thien-5-yl)methyl]-4-(2,3-dihydro-5-methoxybenzofuran-6-yl)piperazine). As a reaction SMILES: [CH2:1]1[C:5]2=[CH:6][C:7]([C:9](O)=O)=[CH:8][C:4]2=[CH:3][S:2]1.[CH3:12][O:13][C:14]1[C:15]([N:23]2[CH2:28][CH2:27][NH:26][CH2:25][CH2:24]2)=[CH:16][C:17]2[O:21][CH2:20][CH2:19][C:18]=2[CH:22]=1>>[CH2:1]1[C:5]2=[CH:6][C:7]([CH2:9][N:26]3[CH2:27][CH2:28][N:23]([C:15]4[C:14]([O:13][CH3:12])=[CH:22][C:18]5[CH2:19][CH2:20][O:21][C:17]=5[CH:16]=4)[CH2:24][CH2:25]3)=[CH:8][C:4]2=[CH:3][S:2]1. The reactants are C1SC=C2C1=CC(=C2)C(=O)O ((cyclopenta[c]thien-5-yl)carboxylic acid), COC=1C(=CC2=C(CCO2)C1)N1CCNCC1 (4-(2,3-dihydro-5-methoxybenzofuran-6-yl)piperazine).